This data is from the Open Reaction Database (ORD), a public repository of structured organic reaction records. The task is: describe an organic reaction: reactants, conditions, products, and yield The reactants are ClC1=NC2=C(N1CCOCCC)C=CC=C2 (2-chloro-1-[2-(n-propoxy)ethyl]benzimidazole), CN1CCNCCC1 (N-methylhomopiperazine), C(\C=C\C(=O)O)(=O)O (fumaric acid). Product: C(\C=C\C(=O)O)(=O)O.C(\C=C\C(=O)O)(=O)O.C(CC)OCCN1C(=NC2=C1C=CC=C2)N2CCN(CCC2)C (1-[2-(n-propoxy)ethyl]-2-(4-methyl-1-homopiperazinyl)benzimidazole difumarate). The yield is 59.3%. RXN SMILES: Cl[C:2]1[N:6]([CH2:7][CH2:8][O:9][CH2:10][CH2:11][CH3:12])[C:5]2[CH:13]=[CH:14][CH:15]=[CH:16][C:4]=2[N:3]=1.[CH3:17][N:18]1[CH2:24][CH2:23][CH2:22][NH:21][CH2:20][CH2:19]1.[C:25]([OH:32])(=[O:31])/[CH:26]=[CH:27]/[C:28]([OH:30])=[O:29]>>[C:25]([OH:32])(=[O:31])/[CH:26]=[CH:27]/[C:28]([OH:30])=[O:29].[C:25]([OH:32])(=[O:31])/[CH:26]=[CH:27]/[C:28]([OH:30])=[O:29].[CH2:10]([O:9][CH2:8][CH2:7][N:6]1[C:5]2[CH:13]=[CH:14][CH:15]=[CH:16][C:4]=2[N:3]=[C:2]1[N:21]1[CH2:22][CH2:23][CH2:24][N:18]([CH3:17])[CH2:19][CH2:20]1)[CH2:11][CH3:12] |f:3.4.5|. Procedure: In the same manner as described in Example 1 using 2-chloro-1-[2-(n-propoxy)ethyl]benzimidazole (2.83 g), N-methylhomopiperazine (3.00 g) and fumaric acid (2.04 g), there are obtained crude crystals, which are recrystallized from ethyl acetate-ethanol to give 1-[2-(n-propoxy)ethyl]-2-(4-methyl-1-homopiperazinyl)benzimidazole difumarate (2.86 g) as colorless needles, m.p. 159.5°-160.5° C. The reactants are CN(CCNC(=O)C=1C=CC=C2C=3C4=C(C=CC3NC12)C=C(C=C4)NS(=O)(=O)C4=CC=C(C=C4)C)C (N-[2-(dimethylamino)ethyl]-3-(4-methylbenzenesulfonamido)-7H-benzo[c]carbazole-8-carboxamide), CN(CCN1C(N2C3=C(C=CC=C3C=3C4=C(C=CC23)C=C(C=C4)N(S(=O)(=O)C4=CC=C(C=C4)C)C(=O)OCC)C1=O)=O)C (5-[2-(dimethylamino)ethyl]-11-(N-etoxycarbonyl-4-methylbenzenesulfonamido)-4H-benzo[c]pyrimido[5,6,1-jk]carbazole-4,6(5H)-dione), Cl (hydrochloride), [H-].[Na+] (sodium hydride), ClC(=O)OCC (ethyl chloroformate), aqueous solution, [OH-].[Na+] (sodium hydroxide). Run in CN(C=O)C (dimethylformamide), CO (methanol), O1CCCC1 (tetrahydrofuran). The product is Cl.CN(CCN1C(N2C3=C(C=CC=C3C=3C4=C(C=CC23)C=C(C=C4)NS(=O)(=O)C4=CC=C(C=C4)C)C1=O)=O)C (5-[2-(Dimethylamino)ethyl]-11-(4-methylbenzenesulfonamido)-4H-benzo[c]pyrimido[5,6,1-jk]carbazole-4,6(5H)-dione hydrochloride). Reaction SMILES: CN(C)CCNC(C1C=CC=C2C=1NC1C=CC3C=C(NS(C4C=CC(C)=CC=4)(=O)=O)C=CC=3C2=1)=O.[H-].[Na+].[Cl:39]C(OCC)=O.[CH3:45][N:46]([CH3:87])[CH2:47][CH2:48][N:49]1[C:84](=[O:85])[C:53]2[CH:54]=[CH:55][CH:56]=[C:57]3[C:58]4[C:59]5[CH:67]=[CH:66][C:65]([N:68](C(OCC)=O)[S:69]([C:72]6[CH:77]=[CH:76][C:75]([CH3:78])=[CH:74][CH:73]=6)(=[O:71])=[O:70])=[CH:64][C:60]=5[CH:61]=[CH:62][C:63]=4[N:51]([C:52]=23)[C:50]1=[O:86].[OH-].[Na+].Cl>CN(C)C=O.CO.O1CCCC1>[ClH:39].[CH3:87][N:46]([CH3:45])[CH2:47][CH2:48][N:49]1[C:84](=[O:85])[C:53]2[CH:54]=[CH:55][CH:56]=[C:57]3[C:58]4[C:59]5[CH:67]=[CH:66][C:65]([NH:68][S:69]([C:72]6[CH:73]=[CH:74][C:75]([CH3:78])=[CH:76][CH:77]=6)(=[O:71])=[O:70])=[CH:64][C:60]=5[CH:61]=[CH:62][C:63]=4[N:51]([C:52]=23)[C:50]1=[O:86] |f:1.2,5.6,11.12|. Reported procedure: The compound of Production Example 24 was treated in the same manner as the one of Production Example 3 to thereby give N-[2-(dimethylamino)ethyl]-3-(4-methylbenzenesulfonamido)-7H-benzo[c]carbazole-8-carboxamide. Then this product was reacted with sodium hydride and ethyl chloroformate in dimethylformamide under ice-cooling to thereby give 5-[2-(dimethylamino)ethyl]-11-(N-etoxycarbonyl-4-methylbenzenesulfonamido)-4H-benzo[c]pyrimido[5,6,1-jk]carbazole-4,6(5H)-dione. Next, this product was treat... Starting materials: [BH4-], CC(=O)N1CCN(CC2CC(OS(C)(=O)=O)CN2C(=O)OCc2ccc([N+](=O)[O-])cc2)C1=O, CO, [Na+], C1CCOC1. Product: CCN1CCN(CC2CC(OS(C)(=O)=O)CN2C(=O)OCc2ccc([N+](=O)[O-])cc2)C1=O. As a reaction SMILES: [BH4-:1].[C:3]([CH3:4])(=[O:5])[N:6]1[C:7](=[O:35])[N:8]([CH2:11][CH:12]2[N:13]([C:22](=[O:23])[O:24][CH2:25][c:26]3[cH:27][cH:28][c:29]([N+:32](=[O:33])[O-:34])[cH:30][cH:31]3)[CH2:14][CH:15]([O:17][S:18](=[O:19])(=[O:20])[CH3:21])[CH2:16]2)[CH2:9][CH2:10]1.[CH3:36][OH:37].[Na+:2].[O:38]1[CH2:39][CH2:40][CH2:41][CH2:42]1>>[CH2:3]([CH3:4])[N:6]1[C:7](=[O:35])[N:8]([CH2:11][CH:12]2[N:13]([C:22](=[O:23])[O:24][CH2:25][c:26]3[cH:27][cH:28][c:29]([N+:32](=[O:33])[O-:34])[cH:30][cH:31]3)[CH2:14][CH:15]([O:17][S:18](=[O:19])(=[O:20])[CH3:21])[CH2:16]2)[CH2:9][CH2:10]1.